Dataset: the Open Reaction Database (ORD), a public repository of structured organic reaction records. Task: describe an organic reaction: reactants, conditions, products, and yield Reactants: C(C1=CC=CC=C1)OC(=O)NCC(=O)O (N-benzyloxycarbonylglycine), C1=CC=NC(=C1)SSC2=CC=CC=N2 (2,2'-dipyridyl disulfide), C1(=CC=CC=C1)P(C1=CC=CC=C1)C1=CC=CC=C1 (triphenyl phosphine), C(C1=CC=CC=C1)OSC1=C(C=CC=C1)[N+](=O)[O-] (2-nitrobenzenesulfenic acid benzyl ester). The solvent is C(Cl)Cl (methylene chloride). Product: C(C1=CC=CC=C1)OC(CNC(=O)OCC1=CC=CC=C1)=O (N-Benzyloxycarbonylglycine benzyl ester). RXN SMILES: [CH2:1]([O:8][C:9]([NH:11][CH2:12][C:13]([OH:15])=[O:14])=[O:10])[C:2]1[CH:7]=[CH:6][CH:5]=[CH:4][CH:3]=1.C1(P(C2C=CC=CC=2)C2C=CC=CC=2)C=CC=CC=1.[CH2:35](OSC1C=CC=CC=1[N+]([O-])=O)[C:36]1[CH:41]=[CH:40][CH:39]=[CH:38][CH:37]=1.C1C=C(SSC2N=CC=CC=2)N=CC=1>C(Cl)Cl>[CH2:35]([O:14][C:13](=[O:15])[CH2:12][NH:11][C:9]([O:8][CH2:1][C:2]1[CH:3]=[CH:4][CH:5]=[CH:6][CH:7]=1)=[O:10])[C:36]1[CH:41]=[CH:40][CH:39]=[CH:38][CH:37]=1. Reported procedure: A mixture of 2.09 g. of N-benzyloxycarbonylglycine, 2.62 g. of triphenyl phosphine, 2.61 g. of 2-nitrobenzenesulfenic acid benzyl ester, 2.20 g. of 2,2'-dipyridyl disulfide and 50 ml. of methylene chloride is stirred at room temperature for 3 hours. The reaction mixture is washed successively with water, saturated aqueous sodium bicarbonate, water, 0.1 N hydrochloric acid and water and then dried over anhydrous sodium sulfate. The solvent is distilled off. The residue is dissolved in methylene c... Procedure details: 1-(5-Bromo-2-fluorophenyl)-1H-[1,2,4]triazole (1.1 g, 4.5 mmol) was reacted with bis(neopentyl glycolato)diboron (1.13 g, 5.0 mmol) using the method in Example 49 to give 4-fluoro-3-([1,2,4]triazol-1-yl)phenylboronic acid as a white solid: MS (ES+) m/z 208 [M+H]+. The product is FC1=C(C=C(C=C1)B(O)O)N1N=CN=C1 (4-fluoro-3-([1,2,4]triazol-1-yl)phenylboronic acid). Starting materials: BrC=1C=CC(=C(C1)N1N=CN=C1)F (1-(5-Bromo-2-fluorophenyl)-1H-[1,2,4]triazole), B1(OCC(CO1)(C)C)B2OCC(CO2)(C)C (bis(neopentyl glycolato)diboron). As a reaction SMILES: Br[C:2]1[CH:3]=[CH:4][C:5]([F:13])=[C:6]([N:8]2[CH:12]=[N:11][CH:10]=[N:9]2)[CH:7]=1.[B:14]1(B2OCC(C)(C)CO2)[O:19]CC(C)(C)C[O:15]1>>[F:13][C:5]1[CH:4]=[CH:3][C:2]([B:14]([OH:19])[OH:15])=[CH:7][C:6]=1[N:8]1[CH:12]=[N:11][CH:10]=[N:9]1. Starting materials: EtOAc-hexanes, Cl(=O)(=O)(=O)O (perchloric acid), O.O.O.[N+](=O)([O-])[O-].[Tl+3].[N+](=O)([O-])[O-].[N+](=O)([O-])[O-] (Thallium(III) nitrate trihydrate), C(C)(=O)N1CCC2=C(C=CC(=C12)C(C)=O)OC (1,7-Diacetyl-4-methoxyindoline), CO (MeOH). Reaction conditions: time 4 hour. Product: EtOAc-hexanes, C(C)(=O)N1CCC2=C(C=CC(=C12)CC(=O)OC)OC (Methyl 1-acetyl-4-methoxyindoline-7-acetate). Yield: 47.0%. As a reaction SMILES: [OH2:1].[OH2:2].O.[N+]([O-])([O-])=O.[Tl+3].[N+]([O-])([O-])=O.[N+]([O-])([O-])=O.[C:17]([N:20]1[C:28]2[C:23](=[C:24]([O:32][CH3:33])[CH:25]=[CH:26][C:27]=2[C:29](=O)[CH3:30])[CH2:22][CH2:21]1)(=[O:19])[CH3:18].Cl(O)(=O)(=O)=O.[CH3:39]O>>[C:17]([N:20]1[C:28]2[C:23](=[C:24]([O:32][CH3:33])[CH:25]=[CH:26][C:27]=2[CH2:29][C:30]([O:2][CH3:39])=[O:1])[CH2:22][CH2:21]1)(=[O:19])[CH3:18] |f:0.1.2.3.4.5.6|. Procedure details: Thallium(III) nitrate trihydrate (3.21 g, 7.1 mmol) was added to a solution of 1,7-diacetyl-4-methoxyindoline 22 (1.65 g, 7.1 mmol) in MeOH (70 ml) containing perchloric acid (60% w/w, 1.5 ml) and the mixture was stirred at rt for 4 h. The precipitated white solid was filtered off and the filtrate was concentrated to about 10 ml, diluted with EtOAc (50 ml) and washed with water. The aqueous phase was extracted with EtOAc and the combined organic phases were washed with saturated aq. NaHCO3 and b...